Task: describe an organic reaction: reactants, conditions, products, and yield. Dataset: the Open Reaction Database (ORD), a public repository of structured organic reaction records Reactants: C1CCOC1, CCN, Cc1cncc(CCl)n1. Product: CCNCc1cncc(C)n1. Reaction SMILES: [CH2:13]1[O:14][CH2:15][CH2:16][CH2:17]1.[CH3:10][CH2:11][NH2:12].[Cl:1][CH2:2][c:3]1[n:4][c:5]([CH3:9])[cH:6][n:7][cH:8]1>>[CH2:2]([c:3]1[n:4][c:5]([CH3:9])[cH:6][n:7][cH:8]1)[NH:12][CH2:11][CH3:10]. The reactants are CO, Cl, COCOCC1(c2ccccc2)SC(c2cc(F)ccc2F)=NN1C(=O)C(C)OC. The product is COC(C)C(=O)N1N=C(c2cc(F)ccc2F)SC1(CO)c1ccccc1. As a reaction SMILES: [CH3:32][OH:33].[ClH:31].[F:1][c:2]1[c:3]([C:9]2=[N:10][N:11]([C:25]([CH:26]([CH3:27])[O:28][CH3:29])=[O:30])[C:12]([c:14]3[cH:15][cH:16][cH:17][cH:18][cH:19]3)([CH2:20][O:21][CH2:22][O:23][CH3:24])[S:13]2)[cH:4][c:5]([F:8])[cH:6][cH:7]1>>[F:1][c:2]1[c:3]([C:9]2=[N:10][N:11]([C:25]([CH:26]([CH3:27])[O:28][CH3:29])=[O:30])[C:12]([c:14]3[cH:15][cH:16][cH:17][cH:18][cH:19]3)([CH2:20][OH:21])[S:13]2)[cH:4][c:5]([F:8])[cH:6][cH:7]1. Starting materials: Br.C1(CC1)C(=N)C1CC1 (dicyclopropylmethanimine hydrobromide), F[B-](F)(F)F.[NH4+] (ammonium tetrafluroborate). Solvent: CS(=O)C (dimethyl sulfoxide). Run at temperature 100 celsius, time 2 hour. Yields the product F[B-](F)(F)F.[N+]1=2CCCC2CCC1 (1-Azoniabicyclo[3.3.0]oct-1(5)-ene tetrafluoroborate). Yield: 82.2%. Reaction SMILES: Br.[CH:2]1([C:5]([CH:7]2[CH2:9][CH2:8]2)=[NH:6])[CH2:4][CH2:3]1.[F:10][B-:11]([F:14])([F:13])[F:12].[NH4+]>CS(C)=O>[F:10][B-:11]([F:14])([F:13])[F:12].[N+:6]12[CH2:9][CH2:8][CH2:7][C:5]=1[CH2:2][CH2:3][CH2:4]2 |f:0.1,2.3,5.6|. Procedure details: To a solution of dicyclopropylmethanimine hydrobromide (0.200 g, 1.05 mmol) in 2.0 ml of dimethyl sulfoxide was added 0.232 g (2.10 mmol) of ammonium tetrafluroborate. The mixture was heated with stirring at 100° C. for 2 hours. The solvent was distilled out in vacuo and isobutyl alcohol was added to the residue. Precipitated crystals was obtained and recrystallized from ethanol to afford 0.17 g (Yield: 82%) of the desired compound. The reactants are Cl (HCl), CC1=CC=C(O1)C=CCCO (5-methyl-2-furylallylcarbinol), [OH-].[Na+] (NaOH), [Cl-].[Na+] (sodium chloride), [OH-].[Na+] (NaOH), Cl (HCl), [OH-].[Na+] (NaOH). Solvent: O (water). Conditions: temperature 40 celsius. Yields the product C(C=C)C1C(C=CC1(C)O)=O (2-allyl-3-hydroxy-3-methyl-4-cyclopentenone). Reaction SMILES: [CH3:1][C:2]1[O:6][C:5]([CH:7]=[CH:8][CH2:9][CH2:10]O)=[CH:4][CH:3]=1.[OH-:12].[Na+].Cl.[Cl-].[Na+]>O>[CH2:8]([CH:7]1[C:2]([OH:6])([CH3:1])[CH:3]=[CH:4][C:5]1=[O:12])[CH:9]=[CH2:10] |f:1.2,4.5|. Reported procedure: In a reaction vessel, water (1 liter) and 5-methyl-2-furylallylcarbinol (25 g) were charged, and the pH value was adjusted to 5.5 with an aqueous 1 N NaOH solution and an aqueous 1 N HCl solution. The temperature was elevated up to 100° C. to reflux, and the mixture was stirred under reflux for 12 hours while maintaining a pH value of 5.0 to 5.5 by the addition of an aqueous 1 N NaOH solution and an aqueous 1 N HCl solution. After cooling to 40° C., the reaction mixture was neutralized with an a... Starting materials: C([O-])([O-])=O.[K+].[K+] (potassium carbonate), COC(C(CCCC)N(C)C=1C2=C(N=CN1)OC(=C2Br)C2=CC=CC=C2)=O ([(5-bromo-6-phenylfuro[2,3-d]pyrimidin-4-yl)(methyl)amino]hexanoic acid methyl ester), CS(=O)C (DMSO), COC1=CC=C(C=C1)B(O)O (4-methoxyphenylboronic acid). The reagents and catalysts are Cl[Pd]([P](C1=CC=CC=C1)(C2=CC=CC=C2)C3=CC=CC=C3)([P](C4=CC=CC=C4)(C5=CC=CC=C5)C6=CC=CC=C6)Cl (bis(triphenylphosphine)palladium(II) chloride). Run in CO (methanol). Reaction conditions: temperature 80 celsius. Product: COC(CCCCCN(C)C=1C2=C(N=CN1)OC(=C2C2=CC=C(C=C2)OC)C2=CC=CC=C2)=O (6-{[5-(4-Methoxyphenyl)-6-phenylfuro[2,3-d]pyrimidin-4-yl](methyl)amino}hexanoic acid methyl ester). As a reaction SMILES: COC(=O)[CH:4]([N:9]([C:11]1[C:12]2[C:19](Br)=[C:18]([C:21]3[CH:26]=[CH:25][CH:24]=[CH:23][CH:22]=3)[O:17][C:13]=2[N:14]=[CH:15][N:16]=1)[CH3:10])[CH2:5][CH2:6][CH2:7][CH3:8].[C:28](=[O:31])([O-])[O-:29].[K+].[K+].[CH3:34][O:35][C:36]1[CH:41]=[CH:40][C:39](B(O)O)=[CH:38][CH:37]=1.[CH3:45]S(C)=O>CO.Cl[Pd](Cl)([P](C1C=CC=CC=1)(C1C=CC=CC=1)C1C=CC=CC=1)[P](C1C=CC=CC=1)(C1C=CC=CC=1)C1C=CC=CC=1>[CH3:45][O:29][C:28](=[O:31])[CH2:8][CH2:7][CH2:6][CH2:5][CH2:4][N:9]([C:11]1[C:12]2[C:19]([C:39]3[CH:40]=[CH:41][C:36]([O:35][CH3:34])=[CH:37][CH:38]=3)=[C:18]([C:21]3[CH:26]=[CH:25][CH:24]=[CH:23][CH:22]=3)[O:17][C:13]=2[N:14]=[CH:15][N:16]=1)[CH3:10] |f:1.2.3,^1:53,72|. Procedure details: Dissolve 200 mg (0.463 mmol) [(5-bromo-6-phenylfuro[2,3-d]pyrimidin-4-yl)(methyl)amino]hexanoic acid methyl ester in 1.25 ml DMSO and 0.125 ml methanol. Add successively, under argon at RT, 16.2 mg (0.023 mmol) bis(triphenylphosphine)palladium(II) chloride, 127 mg (0.925 mmol) potassium carbonate and 105.4 mg (0.694 mmol) 4-methoxyphenylboronic acid. Heat the mixture to 80° C. for approx. 3 h, stirring vigorously. After cooling, purify the reaction mixture directly by preparative RP-HPLC (gradie... The reactants are Cl.C(#N)C1(CCNCC1)NC(=O)C(CC(C)(C)C)NC(=O)N1CCOCC1 (morpholine-4-carboxylic acid [1-(4-cyano-piperidin-4-ylcarbamoyl)-3,3-dimethyl-butyl]-amide hydrochloride), C1(=CC=CC=C1)N=C=O (phenyl isocyanate), tertiary amine, CN1CCOCC1 (N-methylmorpholine). The solvent is C(Cl)Cl (methylene chloride). Procedure details: The title compound is prepared from morpholine-4-carboxylic acid [1-(4-cyano-piperidin-4-ylcarbamoyl)-3,3-dimethyl-butyl]-amide hydrochloride and phenyl isocyanate in the presence of a tertiary amine base such as N-methylmorpholine in a solvent such as methylene chloride. Reaction SMILES: Cl.[C:2]([C:4]1([NH:10][C:11]([CH:13]([NH:19][C:20]([N:22]2[CH2:27][CH2:26][O:25][CH2:24][CH2:23]2)=[O:21])[CH2:14][C:15]([CH3:18])([CH3:17])[CH3:16])=[O:12])[CH2:9][CH2:8][NH:7][CH2:6][CH2:5]1)#[N:3].[C:28]1([N:34]=[C:35]=[O:36])[CH:33]=[CH:32][CH:31]=[CH:30][CH:29]=1.CN1CCOCC1>C(Cl)Cl>[C:28]1([NH:34][C:35]([N:7]2[CH2:6][CH2:5][C:4]([NH:10][C:11]([CH:13]([NH:19][C:20]([N:22]3[CH2:23][CH2:24][O:25][CH2:26][CH2:27]3)=[O:21])[CH2:14][C:15]([CH3:18])([CH3:17])[CH3:16])=[O:12])([C:2]#[N:3])[CH2:9][CH2:8]2)=[O:36])[CH:33]=[CH:32][CH:31]=[CH:30][CH:29]=1 |f:0.1|. The product is C1(=CC=CC=C1)NC(=O)N1CCC(CC1)(C#N)NC(=O)C(CC(C)(C)C)NC(=O)N1CCOCC1 (Morpholine-4-carboxylic acid [1-(1-phenylcarbamoyl-4-cyano-piperidin-4-ylcarbamoyl)-3,3-dimethyl-butyl]-amide). Starting materials: P(=O)(Cl)(Cl)Cl (phosphorus oxychloride), S1C=2N(C=C1)C=NC2 (imidazo[5,1-b]thiazole), CN(C)C=O (DMF), [OH-].[Na+] (sodium hydroxide). The product is C(=O)C=1N=CN2C1SC=C2 (7-formylimidazo[5,1-b]thiazole). RXN SMILES: CN([CH:4]=[O:5])C.P(Cl)(Cl)(Cl)=O.[S:11]1[CH:15]=[CH:14][N:13]2[CH:16]=[N:17][CH:18]=[C:12]12.[OH-].[Na+]>ClCCl>[CH:4]([C:18]1[N:17]=[CH:16][N:13]2[CH:14]=[CH:15][S:11][C:12]=12)=[O:5] |f:3.4|. Reaction conditions: time 30 minute. Reported procedure: DMF (15.48 ml) was added to 80 ml of dichloromethane. A solution of 18.32 ml of phosphorus oxychloride in 80 ml of dichloromethane was dropwise added thereto under ice cooling. A reaction was allowed to proceed at room temperature for 30 min. A solution of imidazo[5,1-b]thiazole in 40 ml of dichloromethane was added dropwise thereto. The mixture was heated under reflux for 2.5 hr. The reaction solution was poured into ice. The reaction solution was adjusted to pH 9.8 by the addition of a 5 N aqu... Solvent: ClCCl (dichloromethane), ClCCl (dichloromethane), ClCCl (dichloromethane).